This data is from the Open Reaction Database (ORD), a public repository of structured organic reaction records. The task is: describe an organic reaction: reactants, conditions, products, and yield Reactants: C(C1=CC=CC=C1)OP(=O)(OCC(COC(CCCCCNC(=O)OC(C)(C)C)=O)OC(C)(C)C)OCCNC(CCOCCOCCOCCOCCNC(=O)OCC1=CC=CC=C1)=O (6-tert-Butoxycarbonylamino-hexanoic acid 3-(benzyloxy-{2-[3-(2-{2-[2-(2-benzyloxycarbonylamino-ethoxy)-ethoxy]-ethoxy}-ethoxy)-propionylamino]-ethoxy}-phosphoryloxy)-2-tert-butoxy-propyl ester), CC(C)(C)O (t-BuOH). The reagents and catalysts are [Pd] (Pd/C). Solvent: O (H2O). The product is NCCOCCOCCOCCOCCC(=O)NCCOP(=O)(OCC(COC(CCCCCNC(=O)OC(C)(C)C)=O)OC(C)(C)C)O (6-tert-Butoxycarbonylamino-hexanoic acid 3-({2-[3-(2-{2-[2-(2-amino-ethoxy)-ethoxy]-ethoxy}-ethoxy)-propionylamino]-ethoxy}-hydroxy-phosphoryloxy)-2-tert-butoxy-propyl ester). Reaction SMILES: C([O:8][P:9]([O:36][CH2:37][CH2:38][NH:39][C:40](=[O:66])[CH2:41][CH2:42][O:43][CH2:44][CH2:45][O:46][CH2:47][CH2:48][O:49][CH2:50][CH2:51][O:52][CH2:53][CH2:54][NH:55]C(OCC1C=CC=CC=1)=O)([O:11][CH2:12][CH:13]([O:31][C:32]([CH3:35])([CH3:34])[CH3:33])[CH2:14][O:15][C:16](=[O:30])[CH2:17][CH2:18][CH2:19][CH2:20][CH2:21][NH:22][C:23]([O:25][C:26]([CH3:29])([CH3:28])[CH3:27])=[O:24])=[O:10])C1C=CC=CC=1.CC(O)(C)C>[Pd].O>[NH2:55][CH2:54][CH2:53][O:52][CH2:51][CH2:50][O:49][CH2:48][CH2:47][O:46][CH2:45][CH2:44][O:43][CH2:42][CH2:41][C:40]([NH:39][CH2:38][CH2:37][O:36][P:9]([OH:10])([O:11][CH2:12][CH:13]([O:31][C:32]([CH3:35])([CH3:34])[CH3:33])[CH2:14][O:15][C:16](=[O:30])[CH2:17][CH2:18][CH2:19][CH2:20][CH2:21][NH:22][C:23]([O:25][C:26]([CH3:27])([CH3:29])[CH3:28])=[O:24])=[O:8])=[O:66]. Procedure: A suspension of 9 (30.2 mg, 0.0313 mmol) and 10% Pd/C (11.3 mg) in 6:1 t-BuOH:H2O was shaken under an atmosphere of H2 (50 psi) for 5.5 hours. The reaction was filtered through a pad of Celite 545 and the pad was washed with 6:1 t-BuOH:H2O (10 mL) and EtOH (2×10 mL). The solvents were evaporated and the product was used in subsequent steps without further purification. RF=0.59 (10:5:1 CHCl3:MeOH:H2O); 6H(CD3OD): 4.16 (dt, 1H), 4.05 (dd, 1H), 3.80-4.02 (m, 5H), 3.71-3.79 (m, 4H), 3.59-3.71 (m, 13...